From a dataset of the Open Reaction Database (ORD), a public repository of structured organic reaction records. describe an organic reaction: reactants, conditions, products, and yield Yields the product NCCN1CCN(c2ccc(C(F)(F)F)cc2)CC1. Reaction SMILES: [CH3:33][CH2:34][OH:35].[F:1][C:2]([c:3]1[cH:4][cH:5][c:6]([N:9]2[CH2:10][CH2:11][N:12]([CH2:15][CH2:16][N:17]3[C:18](=[O:19])[c:20]4[cH:21][cH:22][cH:23][cH:24][c:25]4[C:26]3=[O:27])[CH2:13][CH2:14]2)[cH:7][cH:8]1)([F:28])[F:29].[NH2:31][NH2:32].[OH2:30]>>[F:1][C:2]([c:3]1[cH:4][cH:5][c:6]([N:9]2[CH2:10][CH2:11][N:12]([CH2:15][CH2:16][NH2:17])[CH2:13][CH2:14]2)[cH:7][cH:8]1)([F:28])[F:29]. Reactants: CCO, O=C1c2ccccc2C(=O)N1CCN1CCN(c2ccc(C(F)(F)F)cc2)CC1, NN, O. The reactants are COC(=O)C=1N=NC(=CC1)OCC=1C(=NOC1C)CCCC (6-(3-butyl-5-methyl-isoxazol-4-ylmethoxy)-pyridazine-3-carboxylic acid methyl ester), O1CC(CC1)N (rac-tetrahydrofuran-3-amine). Product: O1CC(CC1)NC(=O)C=1N=NC(=CC1)OCC=1C(=NOC1C)CCCC (Rac-6-(3-Butyl-5-methyl-isoxazol-4-ylmethoxy)-pyridazine-3-carboxylic acid (tetrahydro-furan-3-yl)-amide). Isolated yield 92.0%. As a reaction SMILES: CO[C:3]([C:5]1[N:6]=[N:7][C:8]([O:11][CH2:12][C:13]2[C:14]([CH2:19][CH2:20][CH2:21][CH3:22])=[N:15][O:16][C:17]=2[CH3:18])=[CH:9][CH:10]=1)=[O:4].[O:23]1[CH2:27][CH2:26][CH:25]([NH2:28])[CH2:24]1>>[O:23]1[CH2:27][CH2:26][CH:25]([NH:28][C:3]([C:5]2[N:6]=[N:7][C:8]([O:11][CH2:12][C:13]3[C:14]([CH2:19][CH2:20][CH2:21][CH3:22])=[N:15][O:16][C:17]=3[CH3:18])=[CH:9][CH:10]=2)=[O:4])[CH2:24]1. Procedure: As described for example 1e, 6-(3-butyl-5-methyl-isoxazol-4-ylmethoxy)-pyridazine-3-carboxylic acid methyl ester (120 mg, 0.39 mmol) was converted, using rac-tetrahydrofuran-3-amine instead of isopropylamine, to the title compound (130 mg, 92%) which was obtained as a light yellow oil after purification by chromatography (silica, 0 to 5% methanol in dichloromethane). MS: m/e=361.5 [M+H]+. Starting materials: ClC=1N=CNC1Cl (4,5-Dichloroimidazole), C(C)#N (acetonitrile), [OH-].[K+] (Potassium hydroxide), BrCC (1-bromoethane), [K+].[Br-] (KBr), BrCCC1=CC=CC2=CC=CC=C12 (1-(2-bromoethyl)naphthalene). Run at time 0.5 hour. The product is [Br-].C(C)[N+]1=CN(C(=C1Cl)Cl)C1=C(C=CC2=CC=CC=C12)CC (1-ethyl-3-(2-ethyl-1-naphthyl)-4,5-dichloroimidazolium bromide). RXN SMILES: [Cl:1][C:2]1[N:3]=[CH:4][NH:5][C:6]=1[Cl:7].[OH-].[K+].[Br:10][CH2:11][CH3:12].[K+].[Br-].BrCC[C:18]1[C:27]2[C:22](=[CH:23][CH:24]=[CH:25][CH:26]=2)[CH:21]=[CH:20][CH:19]=1.[C:28](#N)[CH3:29]>>[Br-:10].[CH2:28]([N+:3]1[C:2]([Cl:1])=[C:6]([Cl:7])[N:5]([C:21]2[C:22]3[C:27](=[CH:26][CH:25]=[CH:24][CH:23]=3)[CH:18]=[CH:19][C:20]=2[CH2:11][CH3:12])[CH:4]=1)[CH3:29] |f:1.2,4.5,8.9|. Procedure details: 4,5-Dichloroimidazole (1.23 g, 9 mmol) will be dissolved into acetonitrile. Potassium hydroxide (0.61 g, 9.9 mmol) will be added and the mixture will be allowed to stir for 0.5 h. 1-bromoethane (9 mmol) will be added and the solution will be allowed to reflux overnight. The solution will be filtered hot to remove a white precipitate (presumed to be KBr) and 1-(2-bromoethyl)naphthalene (9 mmol) will be added and the mixture will be returned to reflux overnight. The mixture will be allowed to cool... The reactants are S1C=CC=C1 (Thiophene), ClC(C=O)(Cl)Cl (trichloroacetaldehyde), 15. Solvent: CCCCCCC (n-heptane). Product: ClC(C(O)C=1SC=CC1)(Cl)Cl (α-trichloromethyl-2-thiophenemethanol). The yield is 20.0%. Reaction SMILES: [S:1]1[CH:5]=[CH:4][CH:3]=[CH:2]1.[Cl:6][C:7]([Cl:11])([Cl:10])[CH:8]=[O:9]>CCCCCCC>[Cl:6][C:7]([Cl:11])([Cl:10])[CH:8]([C:2]1[S:1][CH:5]=[CH:4][CH:3]=1)[OH:9]. Procedure: Thiophene (4.2 g, 50 mmol) and trichloroacetaldehyde (7.35 g, 50 mmol) were dissolved in n-heptane (25 ml). The solution was heated under reflux for 3.5 hr. under a Soxleht apparatus in which Amberlyst 15 (4.2 g) had been placed. After cooling, the n-heptane solution was concentrated, and the residue was purified by distillation to give 2.32 g of α-trichloromethyl-2-thiophenemethanol boiling at 98°-100° C./1.0 mmHg. The reactants are C(C1=CC=CC=C1)OC([C@@H](NC([C@@H](NC(=O)OC(C)(C)C)CC1=CNC2=CC=CC=C12)=O)CCSC)=O (N-t-butoxycarbonyl-L-tryptophyl-L-methionine benzyl ester), Cl (hydrochloric acid). Run in O1CCOCC1 (dioxane), O1CCOCC1 (dioxane). Yields the product Cl.C(C1=CC=CC=C1)OC([C@@H](NC([C@@H](N)CC1=CNC2=CC=CC=C12)=O)CCSC)=O (L-tryptophyl-L-methionine benzyl ester hydrochloride). RXN SMILES: [CH2:1]([O:8][C:9](=[O:37])[C@H:10]([CH2:33][CH2:34][S:35][CH3:36])[NH:11][C:12](=[O:32])[C@H:13]([CH2:22][C:23]1[C:31]2[C:26](=[CH:27][CH:28]=[CH:29][CH:30]=2)[NH:25][CH:24]=1)[NH:14]C(OC(C)(C)C)=O)[C:2]1[CH:7]=[CH:6][CH:5]=[CH:4][CH:3]=1.[ClH:38]>O1CCOCC1>[ClH:38].[CH2:1]([O:8][C:9](=[O:37])[C@H:10]([CH2:33][CH2:34][S:35][CH3:36])[NH:11][C:12](=[O:32])[C@H:13]([CH2:22][C:23]1[C:31]2[C:26](=[CH:27][CH:28]=[CH:29][CH:30]=2)[NH:25][CH:24]=1)[NH2:14])[C:2]1[CH:3]=[CH:4][CH:5]=[CH:6][CH:7]=1 |f:3.4|. Procedure: 17.1 Parts N-t-butoxycarbonyl-L-tryptophyl-L-methionine benzyl ester is dissolved in 200 parts dioxane and treated with a 10 fold excess of 2N hydrochloric acid in dioxane for 10 minutes. Removal of the solvent under reduced pressure affords pure L-tryptophyl-L-methionine benzyl ester hydrochloride. The reactants are Br (hydrobromic acid), ClC1=CC=C(C=C1)\C(=C/[C@H]1CCC(N1CC1=C(C=C(C=C1)OC)OC)=O)\C1=NC(=C(C=C1)C=1C=NNC1)OC ((5R)-5-{(E)-2-(4-chlorophenyl)-2-[6-methoxy-5-(1H-pyrazol-4-yl)pyridin-2-yl]ethenyl}-1-(2,4-dimethoxybenzyl)pyrrolidin-2-one), O (Water). The solvent is O1CCOCC1 (1,4-dioxane). Reaction conditions: temperature 65 celsius, time 30 minute. The product is ClC1=CC=C(C=C1)/C(=C\[C@@H]1N(C(CC1)=O)CC1=C(C=C(C=C1)OC)OC)/C1=CC=C(C(N1)=O)C=1C=NNC1 (6-{(E)-1-(4-chlorophenyl)-2-[(2R)-1-(2,4-dimethoxybenzyl)-5-oxopyrrolidin-2-yl]ethenyl}-3-(1H-pyrazol-4-yl)pyridin-2(1H)-one). Reaction SMILES: Br.[Cl:2][C:3]1[CH:8]=[CH:7][C:6](/[C:9](/[C:28]2[CH:33]=[CH:32][C:31]([C:34]3[CH:35]=[N:36][NH:37][CH:38]=3)=[C:30]([O:39]C)[N:29]=2)=[CH:10]\[C@@H:11]2[N:15]([CH2:16][C:17]3[CH:22]=[CH:21][C:20]([O:23][CH3:24])=[CH:19][C:18]=3[O:25][CH3:26])[C:14](=[O:27])[CH2:13][CH2:12]2)=[CH:5][CH:4]=1.O>O1CCOCC1>[Cl:2][C:3]1[CH:4]=[CH:5][C:6](/[C:9](/[C:28]2[NH:29][C:30](=[O:39])[C:31]([C:34]3[CH:38]=[N:37][NH:36][CH:35]=3)=[CH:32][CH:33]=2)=[CH:10]\[C@H:11]2[CH2:12][CH2:13][C:14](=[O:27])[N:15]2[CH2:16][C:17]2[CH:22]=[CH:21][C:20]([O:23][CH3:24])=[CH:19][C:18]=2[O:25][CH3:26])=[CH:7][CH:8]=1. Procedure: 48% hydrobromic acid (1.25 mL) was added to a solution of (5R)-5-{(E)-2-(4-chlorophenyl)-2-[6-methoxy-5-(1H-pyrazol-4-yl)pyridin-2-yl]ethenyl}-1-(2,4-dimethoxybenzyl)pyrrolidin-2-one (63 mg) in 1,4-dioxane (1.25 mL), and the mixture was stirred at 65° C. for 30 minutes. Water was added to the reaction solution, followed by extraction with ethyl acetate. The organic layer was washed with brine and dried over anhydrous magnesium sulfate, after which the solvent was evaporated under reduced pressur... Starting materials: CC1(C)Oc2cc(NS(C)(=O)=O)ccc2N(c2ccc(Cl)c(COC(=O)c3ccccc3)c2)C1=O, [Cl-], [NH4+], [Na+], C1CCOC1, [OH-]. Product: CC1(C)Oc2cc(NS(C)(=O)=O)ccc2N(c2ccc(Cl)c(CO)c2)C1=O. As a reaction SMILES: [C:1](=[O:2])([c:3]1[cH:4][cH:5][cH:6][cH:7][cH:8]1)[O:9][CH2:10][c:11]1[c:12]([Cl:35])[cH:13][cH:14][c:15]([N:17]2[C:18](=[O:34])[C:19]([CH3:32])([CH3:33])[O:20][c:21]3[c:22]2[cH:23][cH:24][c:25]([NH:27][S:28](=[O:29])(=[O:30])[CH3:31])[cH:26]3)[cH:16]1.[Cl-:38].[NH4+:39].[Na+:37].[O:40]1[CH2:41][CH2:42][CH2:43][CH2:44]1.[OH-:36]>>[OH:9][CH2:10][c:11]1[c:12]([Cl:35])[cH:13][cH:14][c:15]([N:17]2[C:18](=[O:34])[C:19]([CH3:32])([CH3:33])[O:20][c:21]3[c:22]2[cH:23][cH:24][c:25]([NH:27][S:28](=[O:29])(=[O:30])[CH3:31])[cH:26]3)[cH:16]1. Starting materials: [Li]CCCC (n-BuLi), BrC1=CC=C(C=C1)N1CCN(CC1)S(=O)(=O)C1=CC=CC=C1 (1-(4-bromophenyl)-4-(phenylsulfonyl)piperazine), FC(C(C)=O)(F)F (1,1,1-trifluoro-2-propanone). Solvent: C1CCOC1 (THF). Run at temperature -78 celsius, time 30 minute. The product is FC(C(C)(O)C1=CC=C(C=C1)N1CCN(CC1)S(=O)(=O)C1=CC=CC=C1)(F)F (1,1,1-trifluoro-2-(4-(4-(phenylsulfonyl)-1-piperazinyl)phenyl)-2-propanol). Isolated yield 39.6%. As a reaction SMILES: Br[C:2]1[CH:7]=[CH:6][C:5]([N:8]2[CH2:13][CH2:12][N:11]([S:14]([C:17]3[CH:22]=[CH:21][CH:20]=[CH:19][CH:18]=3)(=[O:16])=[O:15])[CH2:10][CH2:9]2)=[CH:4][CH:3]=1.[Li]CCCC.[F:28][C:29]([F:34])([F:33])[C:30](=[O:32])[CH3:31]>C1COCC1>[F:28][C:29]([F:34])([F:33])[C:30]([C:2]1[CH:7]=[CH:6][C:5]([N:8]2[CH2:13][CH2:12][N:11]([S:14]([C:17]3[CH:22]=[CH:21][CH:20]=[CH:19][CH:18]=3)(=[O:16])=[O:15])[CH2:10][CH2:9]2)=[CH:4][CH:3]=1)([OH:32])[CH3:31]. Reported procedure: A 250 ml, round-bottomed flask was charged with 1-(4-bromophenyl)-4-(phenylsulfonyl)piperazine (0.50 g, 1.31 mmol) and 20 mL of THF. After cooling to −78° C., n-BuLi (0.603 mL, 2.5 M in hexanes, 1.51 mmol) was slowly added. The mixture was stirred at −78° C. for 30 min, then 1,1,1-trifluoro-2-propanone (0.441 g, 3.93 mmol, Sigma-Aldrich, St. Louis, Mo.) was added. The reaction was stirred at −78° C. for 1 h, and then quenched with saturated aqueous NH4Cl (15 mL). The organics were extracted with... Starting materials: O (water), Cl (hydrogen chloride), O(C1=CC=CC=C1)C(=O)N1CCC(CC1)C=1C=C(C=CC1)C (1-phenoxycarbonyl-4-(3-toluyl)piperidine), [OH-].[K+] (potassium hydroxide). The solvent is C(C)O (ethanol), CCOCC (ether). Conditions: time 36 hour. The product is Cl.C1(=CC(=CC=C1)C1CCNCC1)C (4-(3-toluyl)piperidine hydrochloride). RXN SMILES: O(C([N:10]1[CH2:15][CH2:14][CH:13]([C:16]2[CH:17]=[C:18]([CH3:22])[CH:19]=[CH:20][CH:21]=2)[CH2:12][CH2:11]1)=O)C1C=CC=CC=1.[OH-].[K+].O.[ClH:26]>C(O)C.CCOCC>[ClH:26].[C:18]1([CH3:22])[CH:19]=[CH:20][CH:21]=[C:16]([CH:13]2[CH2:12][CH2:11][NH:10][CH2:15][CH2:14]2)[CH:17]=1 |f:1.2,7.8|. Reported procedure: A solution of 11.9 g of 1-phenoxycarbonyl-4-(3-toluyl)piperidine and 75 ml of an aqueous 50% potassium hydroxide solution in 300 ml of ethanol is heated at reflux for 24 hours and then stirred at ambient temperature for an additional 36 hours. 100 ml of water are added, the ethanol is partially removed, the resulting mixture is extracted with ether and the combined ether extracts are extracted with 1N HCl. The aqueous solution is basified with an aqueous sodium hydroxide solution, extracted with... Starting materials: COc1ccc2c(c1)C(CC(=O)O)=C(C)C2=Cc1ccc(S(C)=O)cc1, CC(C)=O, O=C(OO)c1cccc(Cl)c1. Product: COc1ccc2c(c1)C(CC(=O)O)=C(C)C2=Cc1ccc(S(C)(=O)=O)cc1. RXN SMILES: [CH3:12][O:13][c:14]1[cH:15][c:16]2[c:20]([cH:21][cH:22]1)[C:19](=[CH:23][c:24]1[cH:25][cH:26][c:27]([S:30](=[O:31])[CH3:32])[cH:28][cH:29]1)[C:18]([CH3:33])=[C:17]2[CH2:34][C:35](=[O:36])[OH:37].[CH3:38][C:39](=[O:40])[CH3:41].[Cl:1][c:2]1[cH:3][cH:4][cH:5][c:6]([C:7]([O:8][OH:10])=[O:9])[cH:11]1>>[O:9]=[S:30]([c:27]1[cH:26][cH:25][c:24]([CH:23]=[C:19]2[C:18]([CH3:33])=[C:17]([CH2:34][C:35](=[O:36])[OH:37])[c:16]3[cH:15][c:14]([O:13][CH3:12])[cH:22][cH:21][c:20]32)[cH:29][cH:28]1)(=[O:31])[CH3:32].